This data is from the Open Reaction Database (ORD), a public repository of structured organic reaction records. The task is: describe an organic reaction: reactants, conditions, products, and yield Reactants: CCOC(=O)CC1=CC(O[Si](CC)(CC)CC)CC1=O, [Na+], O=P([O-])([O-])[O-], [OH-]. The product is CC[Si](CC)(CC)OC1C=C(CC(=O)O)C(=O)C1. RXN SMILES: [CH2:1]([CH3:2])[O:3][C:4](=[O:5])[CH2:6][C:7]1=[CH:11][CH:10]([O:12][Si:13]([CH2:14][CH3:15])([CH2:16][CH3:17])[CH2:18][CH3:19])[CH2:9][C:8]1=[O:20].[Na+:22].[O-:23][P:24](=[O:25])([O-:26])[O-:27].[OH-:21]>>[O:3]=[C:4]([OH:5])[CH2:6][C:7]1=[CH:11][CH:10]([O:12][Si:13]([CH2:14][CH3:15])([CH2:16][CH3:17])[CH2:18][CH3:19])[CH2:9][C:8]1=[O:20]. Starting materials: COc1cccc(N)c1Br, CCOc1cc(O)c2ccc(OC)c(C)c2n1. Yields the product CCOc1cc(O)c2ccc(OC)c(Br)c2n1. RXN SMILES: [Br:18][c:19]1[c:20]([O:21][CH3:22])[cH:23][cH:24][cH:25][c:26]1[NH2:27].[CH2:1]([CH3:2])[O:3][c:4]1[n:5][c:6]2[c:7]([CH3:17])[c:8]([O:15][CH3:16])[cH:9][cH:10][c:11]2[c:12]([OH:14])[cH:13]1>>[CH2:1]([CH3:2])[O:3][c:4]1[n:5][c:6]2[c:7]([Br:18])[c:8]([O:15][CH3:16])[cH:9][cH:10][c:11]2[c:12]([OH:14])[cH:13]1. Reactants: NC1=C(C(C2=CC=CC=C2)=NN)C=C(C=C1)[N+](=O)[O-] (2-amino-5-nitrobenzophenone hydrazone), [OH-].[K+] (potassium hydroxide). Solvent: C(COCCO)O (diethylene glycol). The product is C(C1=CC=CC=C1)C1=C(N)C=CC(=C1)[N+](=O)[O-] (2-benzyl-4-nitroaniline). Reaction SMILES: [NH2:1][C:2]1[CH:16]=[CH:15][C:14]([N+:17]([O-:19])=[O:18])=[CH:13][C:3]=1[C:4](=NN)[C:5]1[CH:10]=[CH:9][CH:8]=[CH:7][CH:6]=1.[OH-].[K+]>C(O)COCCO>[CH2:4]([C:3]1[CH:13]=[C:14]([N+:17]([O-:19])=[O:18])[CH:15]=[CH:16][C:2]=1[NH2:1])[C:5]1[CH:6]=[CH:7][CH:8]=[CH:9][CH:10]=1 |f:1.2|. Procedure details: In the manner given in Preparation 11, 2-amino-5-nitrobenzophenone hydrazone is refluxed with potassium hydroxide in diethylene glycol to give 2-benzyl-4-nitroaniline. Yields the product ClC1=CC2=C(N=C(O2)C2=CC=CC=C2)C=C1 (6-chloro-2-phenylbenzoxazole). The reactants are N(=NC1=C(C(=O)[O-])C=CC=C1C1=CC=CC(=C1)Cl)C1=C(C(=O)[O-])C=CC=C1C1=CC=CC(=C1)Cl (2,2'-azobis(5-chlorophenyl benzoate)), C(C1=CC=CC=C1)(=O)OC1=C(C=CC=C1)[N+](=O)[O-] (o-nitrophenyl benzoate). As a reaction SMILES: N(C1C(C2C=C(Cl)C=CC=2)=CC=CC=1C([O-])=O)=NC1C(C2C=C([Cl:18])C=CC=2)=CC=CC=1C([O-])=O.[C:35]([O:43][C:44]1[CH:49]=[CH:48][CH:47]=[CH:46][C:45]=1[N+:50]([O-])=O)(=O)[C:36]1[CH:41]=[CH:40][CH:39]=[CH:38][CH:37]=1>>[Cl:18][C:48]1[CH:47]=[CH:46][C:45]2[N:50]=[C:35]([C:36]3[CH:41]=[CH:40][CH:39]=[CH:38][CH:37]=3)[O:43][C:44]=2[CH:49]=1. Procedure details: When the above procedure is followed substituting an equivalent amount of 2,2'-azobis(5-chlorophenyl benzoate) for the o-nitrophenyl benzoate, 6-chloro-2-phenylbenzoxazole is obtained.